Task: describe an organic reaction: reactants, conditions, products, and yield. Dataset: the Open Reaction Database (ORD), a public repository of structured organic reaction records The reactants are ClCCCl, COc1cc(CC(=O)O)ccc1NC(=O)Nc1ccccc1C, CN(C)c1ccncc1, Cl, CN(C)C=O, O, COC(=O)c1ccc(OCC2CC(Oc3ccc4ccccc4c3)CN2)cc1. Yields the product COC(=O)c1ccc(OCC2CC(Oc3ccc4ccccc4c3)CN2C(=O)Cc2ccc(NC(=O)Nc3ccccc3C)c(OC)c2)cc1. As a reaction SMILES: [CH2:52]([Cl:53])[CH2:54][Cl:55].[CH3:1][O:2][c:3]1[cH:4][c:5]([CH2:20][C:21](=[O:22])[OH:23])[cH:6][cH:7][c:8]1[NH:9][C:10](=[O:11])[NH:12][c:13]1[c:14]([CH3:19])[cH:15][cH:16][cH:17][cH:18]1.[CH3:58][N:59]([c:60]1[cH:61][cH:62][n:63][cH:64][cH:65]1)[CH3:66].[ClH:56].[O:67]=[CH:68][N:69]([CH3:70])[CH3:71].[OH2:57].[cH:24]1[c:25]([O:34][CH:35]2[CH2:36][CH:37]([CH2:40][O:41][c:42]3[cH:43][cH:44][c:45]([C:46](=[O:47])[O:48][CH3:49])[cH:50][cH:51]3)[NH:38][CH2:39]2)[cH:26][cH:27][c:28]2[cH:29][cH:30][cH:31][cH:32][c:33]12>>[CH3:1][O:2][c:3]1[cH:4][c:5]([CH2:20][C:21](=[O:23])[N:38]2[CH:37]([CH2:40][O:41][c:42]3[cH:43][cH:44][c:45]([C:46](=[O:47])[O:48][CH3:49])[cH:50][cH:51]3)[CH2:36][CH:35]([O:34][c:25]3[cH:24][c:33]4[c:28]([cH:27][cH:26]3)[cH:29][cH:30][cH:31][cH:32]4)[CH2:39]2)[cH:6][cH:7][c:8]1[NH:9][C:10](=[O:11])[NH:12][c:13]1[c:14]([CH3:19])[cH:15][cH:16][cH:17][cH:18]1. The reactants are C(#N)C=1C=CC2=C(N(C=N2)CC2CC(CCC2)(O)CNCC(C(=O)OC)(C)C)C1 (methyl 3-[({3-[(6-cyano-1H-benzimidazol-1-yl)methyl]-1-hydroxycyclohexaneyl}methyl)amino]-2,2-dimethylpropanoate), C1=CN(C=N1)C(=O)N2C=CN=C2 (CDI). Run in O1CCOCC1 (1,4-dioxane). Reaction conditions: time 15 minute. Yields the product C(#N)C=1C=CC2=C(N(C=N2)C[C@@H]2C[C@]3(CN(C(O3)=O)CC(C(=O)OC)(C)C)CCC2)C1 (methyl 3-{(5S,7S)-7-[(6-cyano-1H-benzimidazol-1-yl)methyl]-2-oxo-1-oxa-3-azaspiro[4.5]dec-3-yl}-2,2-dimethylpropanoate). Yield: 94.9%. RXN SMILES: [C:1]([C:3]1[CH:4]=[CH:5][C:6]2[N:10]=[CH:9][N:8]([CH2:11][CH:12]3[CH2:17][CH2:16][CH2:15][C:14]([CH2:19][NH:20][CH2:21][C:22]([CH3:28])([CH3:27])[C:23]([O:25][CH3:26])=[O:24])([OH:18])[CH2:13]3)[C:7]=2[CH:29]=1)#[N:2].C1N=CN([C:35](N2C=NC=C2)=[O:36])C=1>O1CCOCC1>[C:1]([C:3]1[CH:4]=[CH:5][C:6]2[N:10]=[CH:9][N:8]([CH2:11][C@H:12]3[CH2:17][CH2:16][CH2:15][C@:14]4([O:18][C:35](=[O:36])[N:20]([CH2:21][C:22]([CH3:27])([CH3:28])[C:23]([O:25][CH3:26])=[O:24])[CH2:19]4)[CH2:13]3)[C:7]=2[CH:29]=1)#[N:2]. Procedure: A solution of methyl 3-[({3-[(6-cyano-1H-benzimidazol-1-yl)methyl]-1-hydroxycyclohexaneyl}methyl)amino]-2,2-dimethylpropanoate (1.048 g, 2.63 mmol) and CDI (0.853 g, 5.26 mmol) in 1,4-dioxane (15 mL) was stirred at 100° C. for 1 day. The reaction was then concentrated and purified via silica gel chromatography (ISCO, 40 g silica gel column; solvent A=DCM; solvent B=MeOH (0.1M NH3); 0-5% B over 15 min; then 5% B over 5 min) to give methyl 3-{(5S,7S)-7-[(6-cyano-1H-benzimidazol-1-yl)methyl]-2-oxo-... Reactants: ClCCl, CC(C)(C)OC(=O)N1CCN2CC(c3cc(-c4ccc5cn(Cc6ccccc6)nc5c4)c4c(N)ncnn34)OCC2C1, O=C(O)C(F)(F)F. The product is Nc1ncnn2c(C3CN4CCNCC4CO3)cc(-c3ccc4cn(Cc5ccccc5)nc4c3)c12. Reaction SMILES: [Cl:44][CH2:45][Cl:46].[NH2:1][c:2]1[n:3][cH:4][n:5][n:6]2[c:7]1[c:8](-[c:28]1[cH:29][cH:30][c:31]3[cH:32][n:33]([CH2:37][c:38]4[cH:39][cH:40][cH:41][cH:42][cH:43]4)[n:34][c:35]3[cH:36]1)[cH:9][c:10]2[CH:11]1[CH2:12][N:13]2[CH:14]([CH2:15][O:16]1)[CH2:17][N:18]([C:21]([O:22][C:23]([CH3:24])([CH3:25])[CH3:26])=[O:27])[CH2:19][CH2:20]2.[OH:47][C:48]([C:49]([F:50])([F:51])[F:52])=[O:53]>>[NH2:1][c:2]1[n:3][cH:4][n:5][n:6]2[c:7]1[c:8](-[c:28]1[cH:29][cH:30][c:31]3[cH:32][n:33]([CH2:37][c:38]4[cH:39][cH:40][cH:41][cH:42][cH:43]4)[n:34][c:35]3[cH:36]1)[cH:9][c:10]2[CH:11]1[CH2:12][N:13]2[CH:14]([CH2:15][O:16]1)[CH2:17][NH:18][CH2:19][CH2:20]2. The reactants are CC(C)(C)[Si](OCC(C(C)O)NC(CCCCCC)=O)(C)C (N-[1-[[[(1,1-Dimethylethyl)dimethylsilyl]oxy]methyl]-2-hydroxypropyl]heptanamide), [Cr](=O)(=O)([O-])O[Cr](=O)(=O)[O-].[NH+]1=CC=CC=C1.[NH+]1=CC=CC=C1 (pyridinium dichromate). Solvent: CN(C=O)C (N,N-dimethylformamide), O (water). Run at time 18 hour. Yields the product CC(C)(C)[Si](OC[C@@H](C(C)=O)NC(CCCCCC)=O)(C)C ((S)-N-[1-[[[(1,1-dimethylethyl)dimethylsilyl]oxy]methyl]-2-oxopropyl]-Heptanamide). Yield: 81.8%. Reaction SMILES: [CH3:1][C:2]([Si:5]([CH3:22])([CH3:21])[O:6][CH2:7][CH:8]([NH:12][C:13](=[O:20])[CH2:14][CH2:15][CH2:16][CH2:17][CH2:18][CH3:19])[CH:9]([OH:11])[CH3:10])([CH3:4])[CH3:3].[Cr](O[Cr]([O-])(=O)=O)([O-])(=O)=O.[NH+]1C=CC=CC=1.[NH+]1C=CC=CC=1>CN(C)C=O.O>[CH3:1][C:2]([Si:5]([CH3:21])([CH3:22])[O:6][CH2:7][C@H:8]([NH:12][C:13](=[O:20])[CH2:14][CH2:15][CH2:16][CH2:17][CH2:18][CH3:19])[C:9](=[O:11])[CH3:10])([CH3:3])[CH3:4] |f:1.2.3|. Procedure details: A mixture of (10c), (2.30 g, 6.94 mmol) and pyridinium dichromate (10.62 g, 28.2 mmol) in 20 mL of N,N-dimethylformamide is stirred under argon for 18 h. The reaction mixture is diluted with 100 mL of water and extracted with ethyl acetate (3×40 mL). The organic layer is separated, washed with water and brine, dried and evaporated to give 1.87 g of a residual brown liquid. The liquid is purified by chromatography using 1:6 ethyl acetate/hexane to give 997 mg of the desired product as an oil. NMR... As a reaction SMILES: [NH2:1][C:2]1[CH:7]=[CH:6][C:5]([C:8]2[CH:9]=[N:10][N:11]([CH2:19][C:20]([NH:22][CH2:23][CH2:24][CH2:25][N:26]([CH2:29][CH3:30])[CH2:27][CH3:28])=[O:21])[C:12]=2[C:13]2[CH:18]=[CH:17][CH:16]=[CH:15][CH:14]=2)=[CH:4][CH:3]=1.[CH3:31][S:32](Cl)(=[O:34])=[O:33].C(=O)(O)[O-].[Na+]>N1C=CC=CC=1.O>[CH2:29]([N:26]([CH2:27][CH3:28])[CH2:25][CH2:24][CH2:23][NH:22][C:20](=[O:21])[CH2:19][N:11]1[C:12]([C:13]2[CH:18]=[CH:17][CH:16]=[CH:15][CH:14]=2)=[C:8]([C:5]2[CH:6]=[CH:7][C:2]([NH:1][S:32]([CH3:31])(=[O:34])=[O:33])=[CH:3][CH:4]=2)[CH:9]=[N:10]1)[CH3:30] |f:2.3|. Reported procedure: A solution of 8 lg (0.02 mol) of 4-(4-aminophenyl)-N-[3-(diethylamino)propyl]-5-phenyl-1H-pyrazole-1-acetamide of example 46 in 50 mL of pyridine was cooled to 5° C. and 4.6 g (0.04 mol) of methanesulfonyl chloride was added dropwise below 10° C. The reaction was stripped below 60° C. in vacuo, dissolved in about 75 mL of water, treated with excess saturated aqueous sodium bicarbonate, extracted into methylene chloride and stripped. The product was recrystallized from acetonitrile, 7.2 g, mp 179... Reactants: CS(=O)(=O)Cl (methanesulfonyl chloride), NC1=CC=C(C=C1)C=1C=NN(C1C1=CC=CC=C1)CC(=O)NCCCN(CC)CC (4-(4-Aminophenyl)-N-[3-(diethylamino)propyl]-5-phenyl-1H-pyrazole-1-acetamide), C([O-])(O)=O.[Na+] (sodium bicarbonate). Run in O (water), N1=CC=CC=C1 (pyridine). The product is C(C)N(CCCNC(CN1N=CC(=C1C1=CC=CC=C1)C1=CC=C(C=C1)NS(=O)(=O)C)=O)CC (N-[3-(Diethylamino)propyl]-4-[4-(methylsulfonylamino)phenyl]-5-phenyl-1H-pyrazole-1-acetamide). Reactants: ClC1=C(C=CC=C1)C=1N(C=C(N1)C(C)=O)C1=CC=C(C=C1)C1=CC(=CC=C1)S(=O)(=O)C (1-[2-(2-Chloro-phenyl)-1-(3′-methanesulfonyl-biphenyl-4-yl)-1H-imidazol-4-yl]-ethanone), Cl.NO (hydroxylamine-HCl), C(C)(=O)[O-].[Na+] (sodium acetate), CO (MeOH). Run in O (H2O), CCOC(=O)C (EtOAc). Product: ClC1=C(C=CC=C1)C=1N(C=C(N1)C(C)=NO)C1=CC=C(C=C1)C1=CC(=CC=C1)S(=O)(=O)C (1-[2-(2-Chloro-phenyl)-1-(3′-methanesulfonyl-biphenyl-4-yl)-1H-imidazol-4-yl]-ethanone oxime). Isolated yield 50.8%. As a reaction SMILES: [Cl:1][C:2]1[CH:7]=[CH:6][CH:5]=[CH:4][C:3]=1[C:8]1[N:9]([C:16]2[CH:21]=[CH:20][C:19]([C:22]3[CH:27]=[CH:26][CH:25]=[C:24]([S:28]([CH3:31])(=[O:30])=[O:29])[CH:23]=3)=[CH:18][CH:17]=2)[CH:10]=[C:11]([C:13](=O)[CH3:14])[N:12]=1.Cl.[NH2:33][OH:34].C([O-])(=O)C.[Na+].CO>CCOC(C)=O.O>[Cl:1][C:2]1[CH:7]=[CH:6][CH:5]=[CH:4][C:3]=1[C:8]1[N:9]([C:16]2[CH:21]=[CH:20][C:19]([C:22]3[CH:27]=[CH:26][CH:25]=[C:24]([S:28]([CH3:31])(=[O:30])=[O:29])[CH:23]=3)=[CH:18][CH:17]=2)[CH:10]=[C:11]([C:13](=[N:33][OH:34])[CH3:14])[N:12]=1 |f:1.2,3.4|. Procedure: To a 50 mL RB flask attached with Vigreux column was added compound 1-[2-(2-Chloro-phenyl)-1-(3′-methanesulfonyl-biphenyl-4-yl)-1H-imidazol-4-yl]-ethanone (162 mg, 359 μmol), hydroxylamine-HCl (200 mg, 2.87 mmol), sodium acetate (238 mg, 2.90 mmol), MeOH (12 mL) and H2O (6 mL). The reaction solution was allowed to stir at reflux for 2 hrs prior to TLC analysis. The reaction solution was diluted with EtOAc (150 mL), washed with aq. NaCl (100 mL), partitioned, dried over Na2SO4, filtered, and conc... Reactants: COC1(c2ccccc2)CCN(c2ccc(N3CCN(C(C)=O)CC3)cc2)CC1, CCO, [Na+], [OH-]. Yields the product COC1(c2ccccc2)CCN(c2ccc(N3CCNCC3)cc2)CC1. Reaction SMILES: [C:1](=[O:2])([CH3:3])[N:4]1[CH2:5][CH2:6][N:7]([c:10]2[cH:11][cH:12][c:13]([N:16]3[CH2:17][CH2:18][C:19]([c:22]4[cH:23][cH:24][cH:25][cH:26][cH:27]4)([O:28][CH3:29])[CH2:20][CH2:21]3)[cH:14][cH:15]2)[CH2:8][CH2:9]1.[CH2:32]([OH:33])[CH3:34].[Na+:31].[OH-:30]>>[NH:4]1[CH2:5][CH2:6][N:7]([c:10]2[cH:11][cH:12][c:13]([N:16]3[CH2:17][CH2:18][C:19]([c:22]4[cH:23][cH:24][cH:25][cH:26][cH:27]4)([O:28][CH3:29])[CH2:20][CH2:21]3)[cH:14][cH:15]2)[CH2:8][CH2:9]1.